Dataset: the Open Reaction Database (ORD), a public repository of structured organic reaction records. Task: describe an organic reaction: reactants, conditions, products, and yield The reactants are CN[N+](=O)[O-] (Methylnitramine), C=1(C([N+](=O)[O-])=CC([N+](=O)[O-])=CC1[N+](=O)[O-])Cl (picryl chloride). Yields the product CN(C1=C(C=C(C=C1[N+](=O)[O-])[N+](=O)[O-])[N+](=O)[O-])[N+](=O)[O-] (tetryl). Reaction SMILES: [CH3:1][NH:2][N+:3]([O-:5])=[O:4].[C:6]1(Cl)[C:7](=[CH:11][C:12](=[CH:16][C:17]=1[N+:18]([O-:20])=[O:19])[N+:13]([O-:15])=[O:14])[N+:8]([O-:10])=[O:9]>>[CH3:1][N:2]([N+:3]([O-:5])=[O:4])[C:11]1[C:7]([N+:8]([O-:10])=[O:9])=[CH:6][C:17]([N+:18]([O-:20])=[O:19])=[CH:16][C:12]=1[N+:13]([O-:15])=[O:14]. Procedure: Methylnitramine decomposes explosively in contact with concentrated sulfuric acid. It is evolved when aniline reacts with tetryl; a diphenylamine derivative is produced simultaneously. Methylnitramine reacts with picryl chloride to form tetryl. The reactants are [OH-].[Na+] (sodium hydroxide), C(=O)(C(F)(F)F)O (TFA), C1(=CC=CC=C1)C(C1=CC=CC=C1)=NC(C(=O)OCC)CCC=1C=C2CCC=3C(=NOC3C3=NOC(=C3C(F)(F)F)C3=CC=CC=C3)C2=CC1 (ethyl 2-(diphenylmethyleneamino)-4-(3-(5-phenyl-4-(trifluoromethyl)isoxazol-3-yl)-4,5-dihydronaphtho[1,2-c]isoxazol-7-yl)butanoate), Cl (HCl). Run in CO (MeOH), C(C)OCC (diethyl ether), O (water). Run at time 30 minute. Yields the product NC(C(=O)O)CCC=1C=C2CCC=3C(=NOC3C3=NOC(=C3C(F)(F)F)C3=CC=CC=C3)C2=CC1 (2-amino-4-(3-(5-phenyl-4-(trifluoromethyl)isoxazol-3-yl)-4,5-dihydronaphtho[1,2-c]isoxazol-7-yl)butanoic acid), C(=O)(C(F)(F)F)O (TFA). The yield is 30.6%. As a reaction SMILES: C1(C(=[N:14][CH:15]([CH2:21][CH2:22][C:23]2[CH:24]=[C:25]3[C:48](=[CH:49][CH:50]=2)[C:29]2=[N:30][O:31][C:32]([C:33]4[C:37]([C:38]([F:41])([F:40])[F:39])=[C:36]([C:42]5[CH:47]=[CH:46][CH:45]=[CH:44][CH:43]=5)[O:35][N:34]=4)=[C:28]2[CH2:27][CH2:26]3)[C:16]([O:18]CC)=[O:17])C2C=CC=CC=2)C=CC=CC=1.Cl.[OH-].[Na+].[C:54]([OH:60])([C:56]([F:59])([F:58])[F:57])=[O:55]>C(OCC)C.CO.O>[NH2:14][CH:15]([CH2:21][CH2:22][C:23]1[CH:24]=[C:25]2[C:48](=[CH:49][CH:50]=1)[C:29]1=[N:30][O:31][C:32]([C:33]3[C:37]([C:38]([F:39])([F:40])[F:41])=[C:36]([C:42]4[CH:43]=[CH:44][CH:45]=[CH:46][CH:47]=4)[O:35][N:34]=3)=[C:28]1[CH2:27][CH2:26]2)[C:16]([OH:18])=[O:17].[C:54]([OH:60])([C:56]([F:59])([F:58])[F:57])=[O:55] |f:2.3|. Reported procedure: To a stirred solution of ethyl 2-(diphenylmethyleneamino)-4-(3-(5-phenyl-4-(trifluoromethyl)isoxazol-3-yl)-4,5-dihydronaphtho[1,2-c]isoxazol-7-yl)butanoate (Preparation 91A, 34 mg, 0.050 mmol) and water (0.025 mL) in diethyl ether (1.5 mL) was added 6 N aqueous HCl (50 μL, 0.300 mmol). The mixture was stirred at room temperature for 30 min. The ether layer was removed and the residue was mixed with MeOH (0.5 mL) and 2 N aqueous sodium hydroxide (0.5 mL, 1.000 mmol). After being stirred at room t... The reactants are C(=O)(C)C#N (AcCN), Cl.O1CCOCC1 (HCl dioxane), FC(C(=O)N(CC1CCNCC1)[C@H]1[C@@H](C1)C1=CC=CC=C1)(F)F (2,2,2-trifluoro-N-(trans-2-phenylcyclopropyl)-N-(piperidin-4-ylmethyl)acetamide), C(=O)C1=CC=C(C=C1)NC(C)=O (N-(4-formylphenyl)acetamide), [B-]C#N.[Na+] (Sodium cyanotrihydroborate). Solvent: O (H2O), C(=O)O (formic acid), C(C)#N (acetonitrile), CO (methanol). Conditions: time 1 hour. Product: C1(=CC=CC=C1)[C@H]1[C@@H](C1)NCC1CCN(CC1)CC1=CC=C(C=C1)NC(C)=O (N-(4-((4-(((trans-2-phenylcyclopropyl)amino)methyl)piperidin-1-yl)methyl)phenyl)acetamide). Isolated yield 19.3%. RXN SMILES: FC(F)(F)C([N:5]([C@@H:13]1[CH2:15][C@H:14]1[C:16]1[CH:21]=[CH:20][CH:19]=[CH:18][CH:17]=1)[CH2:6][CH:7]1[CH2:12][CH2:11][NH:10][CH2:9][CH2:8]1)=O.[CH:24]([C:26]1[CH:31]=[CH:30][C:29]([NH:32][C:33](=[O:35])[CH3:34])=[CH:28][CH:27]=1)=O.[B-]C#N.[Na+].C(C#N)(C)=O.Cl.O1CCOCC1>CO.C(#N)C.C(O)=O.O>[C:16]1([C@@H:14]2[CH2:15][C@H:13]2[NH:5][CH2:6][CH:7]2[CH2:8][CH2:9][N:10]([CH2:24][C:26]3[CH:27]=[CH:28][C:29]([NH:32][C:33](=[O:35])[CH3:34])=[CH:30][CH:31]=3)[CH2:11][CH2:12]2)[CH:17]=[CH:18][CH:19]=[CH:20][CH:21]=1 |f:2.3,5.6|. Reported procedure: To a solution of 2,2,2-trifluoro-N-(trans-2-phenylcyclopropyl)-N-(piperidin-4-ylmethyl)acetamide (100 mg, 0.306 mmol) in methanol (2 mL) was added N-(4-formylphenyl)acetamide (50.0 mg, 0.306 mmol). The reaction mixture was refluxed for 2 minutes, then cooled down to room temperature. Sodium cyanotrihydroborate (38.5 mg, 0.613 mmol) was added. The reaction mixture was stirred for 1 hour at room temperature. The reaction mixture was injected on preperatory HPLC (5 to 40% AcCN: H2O with 0.1% formic... The reactants are CC(C)Oc1cc(OCc2ccccc2)cc(C(=O)O)c1, CC(C)(C)OC(=O)n1ccc(N)n1. Yields the product CC(C)Oc1cc(OCc2ccccc2)cc(C(=O)Nc2ccn(C(=O)OC(C)(C)C)n2)c1. Reaction SMILES: [CH3:1][CH:2]([CH3:3])[O:4][c:5]1[cH:6][c:7]([C:8](=[O:9])[OH:10])[cH:11][c:12]([O:14][CH2:15][c:16]2[cH:17][cH:18][cH:19][cH:20][cH:21]2)[cH:13]1.[NH2:22][c:23]1[n:24][n:25]([C:28](=[O:29])[O:30][C:31]([CH3:32])([CH3:33])[CH3:34])[cH:26][cH:27]1>>[CH3:1][CH:2]([CH3:3])[O:4][c:5]1[cH:6][c:7]([C:8](=[O:10])[NH:22][c:23]2[n:24][n:25]([C:28](=[O:29])[O:30][C:31]([CH3:32])([CH3:33])[CH3:34])[cH:26][cH:27]2)[cH:11][c:12]([O:14][CH2:15][c:16]2[cH:17][cH:18][cH:19][cH:20][cH:21]2)[cH:13]1.